From a dataset of the Open Reaction Database (ORD), a public repository of structured organic reaction records. describe an organic reaction: reactants, conditions, products, and yield Reaction conditions: temperature -10 celsius, time 20 minute. Reported procedure: 23.88 g (0.04 mol) of the compound of Example 1 (as trifluoroacetic acid salt) were suspended in 400 ml of isopropanol. To this suspension was added at −15° C. under an inert gas atmosphere a previously prepared solution of thionyl chloride in isopropanol (for the preparation of this solution 10.4 ml of thionyl chloride had been added dropwise at −10 to −15° C. and unter an inert gas atmosphere within 5 min to 160 ml of isopropanol and the mixture had been stirred at −10° C. for further 20 min).... Yields the product Cl.C(C1=CC=CC=C1)OC(=O)N[C@H](C(=O)OC(C)C)CC1=CC=C(C=C1)OCCCC(NC=1NCCCN1)=O (Isopropyl (2S)-2-Benzyloxycarbonylamino-3-(4-(3-(1 ,4,5,6-tetrahydropyrimidin-2-ylcarbamoyl)propyloxy)phenyl)propionate Hydrochloride). As a reaction SMILES: [CH2:1]([O:8][C:9]([NH:11][C@@H:12]([CH2:16][C:17]1[CH:22]=[CH:21][C:20]([O:23][CH2:24][CH2:25][CH2:26][C:27](=[O:35])[NH:28][C:29]2[NH:30][CH2:31][CH2:32][CH2:33][N:34]=2)=[CH:19][CH:18]=1)[C:13]([OH:15])=[O:14])=[O:10])[C:2]1[CH:7]=[CH:6][CH:5]=[CH:4][CH:3]=1.S(Cl)([Cl:38])=O.[CH:40](O)([CH3:42])[CH3:41]>>[ClH:38].[CH2:1]([O:8][C:9]([NH:11][C@@H:12]([CH2:16][C:17]1[CH:22]=[CH:21][C:20]([O:23][CH2:24][CH2:25][CH2:26][C:27](=[O:35])[NH:28][C:29]2[NH:34][CH2:33][CH2:32][CH2:31][N:30]=2)=[CH:19][CH:18]=1)[C:13]([O:15][CH:40]([CH3:42])[CH3:41])=[O:14])=[O:10])[C:2]1[CH:3]=[CH:4][CH:5]=[CH:6][CH:7]=1 |f:3.4|. Reactants: C(C1=CC=CC=C1)OC(=O)N[C@H](C(=O)O)CC1=CC=C(C=C1)OCCCC(NC=1NCCCN1)=O ((2S)-2-Benzyloxycarbonylamino-3-(4-(3-( 1,4,5,6-tetrahydropyrimidin-2-ylcarbamoyl)propyloxy)phenyl)propionic Acid), S(=O)(Cl)Cl (thionyl chloride), C(C)(C)O (isopropanol), C(C)(C)O (isopropanol), S(=O)(Cl)Cl (thionyl chloride), C(C)(C)O (isopropanol). Starting materials: C1(CCC1)C1=NC=2N(C(NC(C2N1)=O)=S)CCCCC (8-cyclobutyl-3-pentyl-2-thioxo-1,2,3,7-tetrahydro-6H-purin-6-one), NN (hydrazine). The solvent is O (water). Conditions: temperature 100 celsius, time 8 hour. The product is C1(CCC1)C1=NC=2N(/C(/NC(C2N1)=O)=N/N)CCCCC ((2E)-8-cyclobutyl-3-pentyl-3,7-dihydro-1H-purine-2,6-dione 2-hydrazone). Yield: 38.6%. RXN SMILES: [CH:1]1([C:5]2[NH:13][C:12]3[C:11](=[O:14])[NH:10][C:9](=S)[N:8]([CH2:16][CH2:17][CH2:18][CH2:19][CH3:20])[C:7]=3[N:6]=2)[CH2:4][CH2:3][CH2:2]1.[NH2:21][NH2:22]>O>[CH:1]1([C:5]2[NH:13][C:12]3[C:11](=[O:14])[NH:10]/[C:9](=[N:21]\[NH2:22])/[N:8]([CH2:16][CH2:17][CH2:18][CH2:19][CH3:20])[C:7]=3[N:6]=2)[CH2:4][CH2:3][CH2:2]1. Reported procedure: The mixture of 8-cyclobutyl-3-pentyl-2-thioxo-1,2,3,7-tetrahydro-6H-purin-6-one (0.6 g, 2.0 mmol) in 20 M of hydrazine in water (20 mL) was stirred at 100° C. overnight. After cooling to room temperature, the solid formed was filtered and dried Cooled down, the solid was isolated to give yield the desired product (230 mg, 38.6%). LCMS calculated for C14H23N6O (M+H): 291.2. found: 291.2. Product: Cc1ccc(N)cc1N1C(=O)c2cccc(Cl)c2C1=O. The reactants are CCOC(C)=O, [H][H], Cc1ccc([N+](=O)[O-])cc1N1C(=O)c2cccc(Cl)c2C1=O. Reaction SMILES: [CH3:25][CH2:26][O:27][C:28](=[O:29])[CH3:30].[H:23][H:24].[N+:1]([O-:2])(=[O:3])[c:4]1[cH:5][c:6]([N:11]2[C:12](=[O:22])[c:13]3[c:14]([c:17]([Cl:21])[cH:18][cH:19][cH:20]3)[C:15]2=[O:16])[c:7]([CH3:10])[cH:8][cH:9]1>>[NH2:1][c:4]1[cH:5][c:6]([N:11]2[C:12](=[O:22])[c:13]3[c:14]([c:17]([Cl:21])[cH:18][cH:19][cH:20]3)[C:15]2=[O:16])[c:7]([CH3:10])[cH:8][cH:9]1.